This data is from the Open Reaction Database (ORD), a public repository of structured organic reaction records. The task is: describe an organic reaction: reactants, conditions, products, and yield The reactants are B, C1CCOC1, COCCOc1ccc(C(=O)O)cn1. The product is COCCOc1ccc(CO)cn1. RXN SMILES: [BH3:15].[CH2:16]1[O:17][CH2:18][CH2:19][CH2:20]1.[CH3:1][O:2][CH2:3][CH2:4][O:5][c:6]1[n:7][cH:8][c:9]([C:10](=[O:11])[OH:12])[cH:13][cH:14]1>>[CH3:1][O:2][CH2:3][CH2:4][O:5][c:6]1[n:7][cH:8][c:9]([CH2:10][OH:11])[cH:13][cH:14]1.